This data is from the Open Reaction Database (ORD), a public repository of structured organic reaction records. The task is: describe an organic reaction: reactants, conditions, products, and yield Starting materials: C1(CCN2C=CC=C12)=O (2,3-dihydro-1H-pyrrolizin-1-one), BrN1C(CCC1=O)=O (N-Bromosuccinimide). Solvent: C1CCOC1 (THF), C1CCOC1 (THF). Run at temperature -10 celsius, time 1 hour. Yields the product BrC1=CN2CCC(C2=C1)=O (6-Bromo-2,3-dihydro-1H-pyrrolizin-1-one). RXN SMILES: [C:1]1(=[O:9])[C:8]2[N:4]([CH:5]=[CH:6][CH:7]=2)[CH2:3][CH2:2]1.[Br:10]N1C(=O)CCC1=O>C1COCC1>[Br:10][C:6]1[CH:7]=[C:8]2[N:4]([CH2:3][CH2:2][C:1]2=[O:9])[CH:5]=1. Reported procedure: A mixture of 2,3-dihydro-1H-pyrrolizin-1-one (300 mg, 2.48 mmol) in THF (20 mL) was cooled to −10° C. in a brine bath. N-Bromosuccinimide (441 mg, 2.48 mmol) in THF (5 mL) was added dropwise, and the reaction mixture was stirred at −10° C. for 1 hour. The reaction was subsequently quenched with water (100 mL) and extracted with ethyl acetate (2×100 mL). The organic layers were combined and dried and to give the title compound, which was used without further purification (520 mg). 1H NMR (400 MHz... Starting materials: ClC1=C(C(=CC=C1)Cl)N=C1N(CCN1)OCCCC(=O)OCC (ethyl 4-{[2-[(2,6-dichlorophenyl)imino]-1-imidazolidinyl]oxy}butyrate), C[O-].[Na+] (sodium methylate), N (ammonia). The product is ClC1=C(C(=CC=C1)Cl)N=C1N(CCN1)OCCCC(=O)N (4-{[2-[(2,6-dichlorophenyl)imino]-1-imidazolidinyl]oxy}butyramide). RXN SMILES: [Cl:1][C:2]1[CH:7]=[CH:6][CH:5]=[C:4]([Cl:8])[C:3]=1[N:9]=[C:10]1[NH:14][CH2:13][CH2:12][N:11]1[O:15][CH2:16][CH2:17][CH2:18][C:19]([O:21]CC)=O.C[O-].[Na+].[NH3:27]>>[Cl:1][C:2]1[CH:7]=[CH:6][CH:5]=[C:4]([Cl:8])[C:3]=1[N:9]=[C:10]1[NH:14][CH2:13][CH2:12][N:11]1[O:15][CH2:16][CH2:17][CH2:18][C:19]([NH2:27])=[O:21] |f:1.2|. Reported procedure: 5.51 g. of ethyl 4-{[2-[(2,6-dichlorophenyl)imino]-1-imidazolidinyl]oxy}butyrate, 200 mg. of sodium methylate and methanolic ammonia are warmed under pressure for 24 hours. The solution is then evaporated in vacuo. The residue is recrystallized from methylene chloride/diethyl ether and then from benzene/cyclohexane (1:1), whereupon 4-{[2-[(2,6-dichlorophenyl)imino]-1-imidazolidinyl]oxy}butyramide, m.p. 140°-141°, is obtained. Starting materials: C(C1=CC=CC=C1)N(S(=O)(=O)CC(=O)N)C ((N-benzyl-N-methylsulfamoyl)acetamide). Reagents/catalysts: [OH-].[OH-].[Pd+2] (Pearlman's catalyst). Solvent: CO (methanol). The product is CNS(=O)(=O)CC(=O)N ((N-Methylsulfamoyl)acetamide). Yield: 104.1%. RXN SMILES: [CH2:1]([N:8](C)[S:9]([CH2:12][C:13]([NH2:15])=[O:14])(=[O:11])=[O:10])C1C=CC=CC=1>CO.[OH-].[OH-].[Pd+2]>[CH3:1][NH:8][S:9]([CH2:12][C:13]([NH2:15])=[O:14])(=[O:11])=[O:10] |f:2.3.4|. Procedure: A solution of (N-benzyl-N-methylsulfamoyl)acetamide (see Example 1(b), 13.0 g, 50.5 mmol) in methanol (130 ml) was hydrogenated over Pearlman's catalyst (7.5 g) at 60° C. and at 345 kPa (50 psi) for 24 hr. The solution was then filtered through a pad of celite (trade mark) which was subsequently washed with acetone (50 ml). The combined filter was evaporated in vacuo to give a white solid which was dried in vacuo at 50° C. overnight to yield the subtitle compound (8.0 g, 98%) as a white solid. m... Reactants: [Li]CCCC, CC#N, CCOC(C)=O, CC(C)n1c(N)nc2ccc(C(=O)c3ccccc3)cc21, C1CCOC1, O. Product: CC(C)n1c(N)nc2ccc(C(=CC#N)c3ccccc3)cc21. RXN SMILES: [CH2:9]([Li:10])[CH2:11][CH2:12][CH3:13].[CH3:1][C:2]#[N:3].[CH3:35][CH2:36][O:37][C:38](=[O:39])[CH3:40].[CH:14]([CH3:15])([CH3:16])[n:17]1[c:18]([NH2:34])[n:19][c:20]2[c:21]1[cH:22][c:23]([C:26]([c:27]1[cH:28][cH:29][cH:30][cH:31][cH:32]1)=[O:33])[cH:24][cH:25]2.[O:4]1[CH2:5][CH2:6][CH2:7][CH2:8]1.[OH2:41]>>[CH:1]([C:2]#[N:3])=[C:26]([c:23]1[cH:22][c:21]2[n:17]([CH:14]([CH3:15])[CH3:16])[c:18]([NH2:34])[n:19][c:20]2[cH:25][cH:24]1)[c:27]1[cH:28][cH:29][cH:30][cH:31][cH:32]1.